Dataset: the Open Reaction Database (ORD), a public repository of structured organic reaction records. Task: describe an organic reaction: reactants, conditions, products, and yield The reactants are CC(C)(C)[Si](OC1=C(C=CC(=C1)CO[Si](C)(C)C(C)(C)C)CP(OCC)(OCC)=O)(C)C (diethyl [[2-[[(1,1-dimethylethyl)dimethylsilyl]oxy]-4-[[[(1,1-dimethylethyl)dimethylsilyl]oxy]methyl]phenyl]methyl]phosphonate), CCOC(=O)C (EtOAc), O (water), Cl (HCl). Run in C(C)O (ethanol). Reaction conditions: temperature 0 celsius, time 2 hour. Product: CC(C)(C)[Si](OC1=C(C=CC(=C1)CO)CP(OCC)(OCC)=O)(C)C (diethyl [[2-[[(1,1-dimethylethyl)dimethylsilyl]oxy]-4-(hydroxymethyl)phenyl]methyl]phosphonate). As a reaction SMILES: [CH3:1][C:2]([Si:5]([CH3:32])([CH3:31])[O:6][C:7]1[CH:12]=[C:11]([CH2:13][O:14][Si](C(C)(C)C)(C)C)[CH:10]=[CH:9][C:8]=1[CH2:22][P:23](=[O:30])([O:27][CH2:28][CH3:29])[O:24][CH2:25][CH3:26])([CH3:4])[CH3:3].Cl.CCOC(C)=O.O>C(O)C>[CH3:1][C:2]([Si:5]([CH3:32])([CH3:31])[O:6][C:7]1[CH:12]=[C:11]([CH2:13][OH:14])[CH:10]=[CH:9][C:8]=1[CH2:22][P:23](=[O:30])([O:24][CH2:25][CH3:26])[O:27][CH2:28][CH3:29])([CH3:4])[CH3:3]. Reported procedure: A solution of diethyl [[2-[[(1,1-dimethylethyl)dimethylsilyl]oxy]-4-[[[(1,1-dimethylethyl)dimethylsilyl]oxy]methyl]phenyl]methyl]phosphonate (3.23 g, 6.4 mmol) from Preparation 17 in ethanol (30 mL) at 0° C. is treated with 1 mL of 1N HCl. The mixture is stirred at 0° C. for 2 hours. The solution is poured onto 500 mL EtOAc and water (50 mL). The organic phase is separated, dried (MgSO4), and concentrated. The residue is purified by silica gel chromatography (2.5% MeOH/CH2Cl2 followed by 5% MeOH... The reactants are [H-].[Al+3].[Li+].[H-].[H-].[H-] (lithium aluminum hydride), C(C)N(C(C)=O)C(CC1(C=CCC=C1)C1=CC=CC=C1)C (N-ethyl-N-[1-methyl-2-(1-phenyl-2,5-cyclohexadien-1-yl)ethyl]-acetamide). The solvent is O1CCCC1 (tetrahydrofuran). Run at time 7 hour. The product is CC(CC1(C=CCC=C1)C1=CC=CC=C1)N(CC)CC (α-methyl-N,N-diethyl-1-phenyl-2,5-cyclohexadien-1-ethylamine). Reaction SMILES: [H-].[Al+3].[Li+].[H-].[H-].[H-].[CH2:7]([N:9]([CH:13]([CH3:27])[CH2:14][C:15]1([C:21]2[CH:26]=[CH:25][CH:24]=[CH:23][CH:22]=2)[CH:20]=[CH:19][CH2:18][CH:17]=[CH:16]1)[C:10](=O)[CH3:11])[CH3:8]>O1CCCC1>[CH3:27][CH:13]([N:9]([CH2:10][CH3:11])[CH2:7][CH3:8])[CH2:14][C:15]1([C:21]2[CH:22]=[CH:23][CH:24]=[CH:25][CH:26]=2)[CH:16]=[CH:17][CH2:18][CH:19]=[CH:20]1 |f:0.1.2.3.4.5|. Procedure: 0.266 g. of lithium aluminum hydride is placed in 10 ml. of tetrahydrofuran. After the addition of 1 g. of N-ethyl-N-[1-methyl-2-(1-phenyl-2,5-cyclohexadien-1-yl)ethyl]-acetamide in 10 ml. of tetrahydrofuan, the mixture is stirred at room temperature for 7 hours. Subsequently, excess lithium aluminum hydride is destroyed by the addition of ethyl aceate and of water. The mixture is filtered and the filter is rinsed with ether. After separation of the phases, the organic phase is dried with sodium... Starting materials: [H-].[Na+] (NaH), Cl (hydrochloric acid), O1CCOC12CCC(CC2)CO (1,4-dioxaspiro[4,5]decan-8-ylmethanol), C(C1=CC=CC=C1)Br (benzyl bromide). Run in C1CCOC1 (THF). Conditions: time 10 minute. Yields the product C(C1=CC=CC=C1)OCC1CCC2(OCCO2)CC1 (8-(benzyloxymethyl)-1,4-dioxaspiro[4,5]decane). Yield: 76.2%. Reaction SMILES: [H-].[Na+].[O:3]1[C:7]2([CH2:12][CH2:11][CH:10]([CH2:13][OH:14])[CH2:9][CH2:8]2)[O:6][CH2:5][CH2:4]1.[CH2:15](Br)[C:16]1[CH:21]=[CH:20][CH:19]=[CH:18][CH:17]=1.Cl>C1COCC1>[CH2:15]([O:14][CH2:13][CH:10]1[CH2:11][CH2:12][C:7]2([O:6][CH2:5][CH2:4][O:3]2)[CH2:8][CH2:9]1)[C:16]1[CH:21]=[CH:20][CH:19]=[CH:18][CH:17]=1 |f:0.1|. Procedure details: At 0° C., 1.32 g (33 mmol) of 60% NaH was added to a solution containing 5.2 g (30 mmol) of 1,4-dioxaspiro[4,5]decan-8-ylmethanol dissolved in 75 ml of THF. After stirring for 10 minutes, benzyl bromide (50 mmol) was added and the mixture was stirred for 18 hours at room temperature. Then, the reaction solution was neutralized with 1N aqueous hydrochloric acid solution, and concentrated under reduced pressure. The residue was dissolved in ether, washed twice with water and once with brine, and t... The reactants are O1CCN(CC1)C1=C(C=C(C(=O)O)C=C1)[N+](=O)[O-] (4-Morpholino-3-nitrobenzoic acid), Example 10(1), solution, C[Si](C)(C)C=[N+]=[N-] (trimethylsilyldiazomethane). Run in CO (methanol), CCCCCC (n-hexane). Reaction conditions: time 1 hour. Product: O1CCN(CC1)C1=C(C=C(C(=O)OC)C=C1)[N+](=O)[O-] (methyl 4-morpholino-3-nitrobenzoate). RXN SMILES: [O:1]1[CH2:6][CH2:5][N:4]([C:7]2[CH:15]=[CH:14][C:10]([C:11]([OH:13])=[O:12])=[CH:9][C:8]=2[N+:16]([O-:18])=[O:17])[CH2:3][CH2:2]1.[CH3:19][Si](C=[N+]=[N-])(C)C>CO.CCCCCC>[O:1]1[CH2:6][CH2:5][N:4]([C:7]2[CH:15]=[CH:14][C:10]([C:11]([O:13][CH3:19])=[O:12])=[CH:9][C:8]=2[N+:16]([O-:18])=[O:17])[CH2:3][CH2:2]1. Procedure details: 4-Morpholino-3-nitrobenzoic acid prepared in the same manner as in Example 10(1) (3.0 g) is dissolved in methanol (15 ml), and thereto is added dropwise a 10% solution of trimethylsilyldiazomethane in n-hexane in an equimolar amount, and the mixture is stirred at room temperature for one hour. Methanol is distilled off under reduced pressure, and the residue is extracted with ethyl acetate. The extract is washed with 5% aqueous sodium hydrogen carbonate solution and saturated aqueous sodium chlo...